Dataset: the Open Reaction Database (ORD), a public repository of structured organic reaction records. Task: describe an organic reaction: reactants, conditions, products, and yield Reactants: O1CCCC1 (tetrahydrofuran), CC1=C(C=O)C=CC(=C1)C=O (2-methylterephthalaldehyde), [OH-].[Na+] (sodium hydroxide), [H-].[Al+3].[Li+].[H-].[H-].[H-] (lithium aluminum hydride), O1CCCC1 (tetrahydrofuran), resultant mixture, resultant mixture. The solvent is O (water), O (water). The product is OCC1=C(C=C(C=C1)CO)C (2,5-bis(hydroxymethyl)toluene). Isolated yield 94.7%. RXN SMILES: [H-].[Al+3].[Li+].[H-].[H-].[H-].O1CCCC1.[CH3:12][C:13]1[CH:20]=[C:19]([CH:21]=[O:22])[CH:18]=[CH:17][C:14]=1[CH:15]=[O:16].[OH-].[Na+]>O>[OH:16][CH2:15][C:14]1[CH:17]=[CH:18][C:19]([CH2:21][OH:22])=[CH:20][C:13]=1[CH3:12] |f:0.1.2.3.4.5,8.9|. Procedure details: A 200 ml round-bottomed flask was charged with 1 g (25 mmol) of lithium aluminum hydride, and under an argon atmosphere, 50 ml of anhydrous tetrahydrofuran was added. While the resultant mixture was stirred, 50 ml of an anhydrous tetrahydrofuran solution of 2.8 g (19 mmol) of 2-methylterephthalaldehyde was added through a dropping funnel over 20 minutes. The resultant mixture was heat-refluxed for 2 hours, and while the reaction mixture was hot, 1 ml of water, 1 ml of a 50% sodium hydroxide aque... The reactants are CN(C)CC1CNCCN1, CCn1cc(C(=O)O)c(=O)c2cc(F)c(Cl)cc21, c1ccncc1. The product is CCn1cc(C(=O)O)c(=O)c2cc(F)c(N3CCNC(CN(C)C)C3)cc21. RXN SMILES: [CH3:19][N:20]([CH3:21])[CH2:22][CH:23]1[NH:24][CH2:25][CH2:26][NH:27][CH2:28]1.[Cl:1][c:2]1[c:3]([F:18])[cH:4][c:5]2[c:6](=[O:17])[c:7]([C:14](=[O:15])[OH:16])[cH:8][n:9]([CH2:12][CH3:13])[c:10]2[cH:11]1.[cH:29]1[cH:30][cH:31][n:32][cH:33][cH:34]1>>[c:2]1([N:27]2[CH2:26][CH2:25][NH:24][CH:23]([CH2:22][N:20]([CH3:19])[CH3:21])[CH2:28]2)[c:3]([F:18])[cH:4][c:5]2[c:6](=[O:17])[c:7]([C:14](=[O:15])[OH:16])[cH:8][n:9]([CH2:12][CH3:13])[c:10]2[cH:11]1. The reactants are N#Cc1ccc(Nc2ccncc2[N+](=O)[O-])cc1, CCO, Cl, [Na+], [OH-], O, O, O, Cl[Sn]Cl. Yields the product N#Cc1ccc(Nc2ccncc2N)cc1. As a reaction SMILES: [C:6](#[N:7])[c:8]1[cH:9][cH:10][c:11]([NH:14][c:15]2[c:16]([N+:21]([O-:22])=[O:23])[cH:17][n:18][cH:19][cH:20]2)[cH:12][cH:13]1.[CH3:28][CH2:29][OH:30].[ClH:26].[Na+:25].[OH-:24].[OH2:1].[OH2:27].[OH2:2].[Sn:3]([Cl:4])[Cl:5]>>[C:6](#[N:7])[c:8]1[cH:9][cH:10][c:11]([NH:14][c:15]2[c:16]([NH2:21])[cH:17][n:18][cH:19][cH:20]2)[cH:12][cH:13]1. The reactants are ClC=1C=C2CCC(C2=CC1)=O (5-chloro-1-indanone), NC(=S)N (thiourea), II (iodine). Reaction conditions: temperature 100 celsius, time 1 hour. The product is I.ClC1=CC=2CC3=C(N=C(S3)N)C2C=C1 (6-Chloro-8H-indeno[1,2-d]thiazol-2-ylamine hydroiodide). Isolated yield 28.5%. As a reaction SMILES: [Cl:1][C:2]1[CH:3]=[C:4]2[C:8](=[CH:9][CH:10]=1)[C:7](=O)[CH2:6][CH2:5]2.[NH2:12][C:13]([NH2:15])=[S:14].[I:16]I>>[IH:16].[Cl:1][C:2]1[CH:10]=[CH:9][C:8]2[C:7]3[N:12]=[C:13]([NH2:15])[S:14][C:6]=3[CH2:5][C:4]=2[CH:3]=1 |f:3.4|. Procedure details: A mixture of 5-chloro-1-indanone (1.00 g; 6.00 mmol), thiourea (0.917 g; 12.0 mmol) and iodine (1.55 g; 6.10 mmol) was heated to 100° C. in a sealed tube. After 1 hr., the mixture was allowed to cool to room temperature. The solid was triturated with water and filtered. The solid was then triturated with absolute ethanol, filtered and washed several times with absolute ethanol to provide 0.60 g of 6-Chloro-8H-indeno[1,2-d]thiazol-2-ylamine hydroiodide 10. Starting materials: C(C1=CC=CC=C1)NC1=C(C=NC(=C1)NC1=CC=C(C=C1)N1CCC(CC1)C(=O)OCC)CC(=O)N (4-(benzylamino)-6-{[4-(4-ethoxycarbonylpiperidino)phenyl]amino}pyridine-3-carboxyamide), C(O)CN (ethanolamine). Product: C(C1=CC=CC=C1)NC1=C(C=NC(=C1)NC1=CC=C(C=C1)N1CCC(CC1)C(NCCO)=O)CC(=O)N (4-(benzylamino)-6-[(4-{4-[(2-hydroxyethyl) carbamoyl]piperidino}phenyl)amino]pyridine-3-carboxyamide). Isolated yield 97.0%. As a reaction SMILES: [CH2:1]([NH:8][C:9]1[CH:14]=[C:13]([NH:15][C:16]2[CH:21]=[CH:20][C:19]([N:22]3[CH2:27][CH2:26][CH:25]([C:28](OCC)=[O:29])[CH2:24][CH2:23]3)=[CH:18][CH:17]=2)[N:12]=[CH:11][C:10]=1[CH2:33][C:34]([NH2:36])=[O:35])[C:2]1[CH:7]=[CH:6][CH:5]=[CH:4][CH:3]=1.[CH2:37]([CH2:39][NH2:40])[OH:38]>>[CH2:1]([NH:8][C:9]1[CH:14]=[C:13]([NH:15][C:16]2[CH:21]=[CH:20][C:19]([N:22]3[CH2:23][CH2:24][CH:25]([C:28](=[O:29])[NH:40][CH2:39][CH2:37][OH:38])[CH2:26][CH2:27]3)=[CH:18][CH:17]=2)[N:12]=[CH:11][C:10]=1[CH2:33][C:34]([NH2:36])=[O:35])[C:2]1[CH:7]=[CH:6][CH:5]=[CH:4][CH:3]=1. Reported procedure: 20 mg of 4-(benzylamino)-6-{[4-(4-ethoxycarbonylpiperidino)phenyl]amino}pyridine-3-carboxyamide (Example 175) and 50 mg of ethanolamine were stirred at 150° C. for 2 hours. After cooling, the reaction mixture was purified by silica gel thin layer chromatography (chloroform:methanol=5:1) to obtain 20 mg (89%) of the title compound as a slight yellow crystalline powder. Reactants: CC(=O)[O-], C, CC(C)O, Cc1ccc2c(c1)C(C)(C)C(CCl)CC2(C)C, [Na+], O, O, O, [Pd]. Yields the product Cc1ccc2c(c1)C(C)(C)C(C)CC2(C)C. Reaction SMILES: [C:21]([O-:22])(=[O:23])[CH3:24].[C:26].[CH:28]([OH:29])([CH3:30])[CH3:31].[Cl:1][CH2:2][CH:3]1[CH2:4][C:5]([CH3:16])([CH3:17])[c:6]2[cH:7][cH:8][c:9]([CH3:15])[cH:10][c:11]2[C:12]1([CH3:13])[CH3:14].[Na+:25].[OH2:18].[OH2:19].[OH2:20].[Pd:27]>>[CH3:2][CH:3]1[CH2:4][C:5]([CH3:16])([CH3:17])[c:6]2[cH:7][cH:8][c:9]([CH3:15])[cH:10][c:11]2[C:12]1([CH3:13])[CH3:14]. Starting materials: NC1=NC(=C2N=CN(C2=N1)OC(CCP(=O)(OCC)OCC)CO)OC (2-amino-9-[3-(diethoxyphosphoryl)-1-(hydroxymethyl)propoxy]-6-methoxypurine), Br[Si](C)(C)C (bromotrimethylsilane). Solvent: CN(C=O)C (dimethylformamide). The product is OCC(CCP(=O)(O)O)ON1C=2N=C(NC(C2N=C1)=O)N (9-[1-(Hydroxymethyl)-3-phosphonopropoxy]guanine). Isolated yield 56.0%. RXN SMILES: [NH2:1][C:2]1[N:10]=[C:9]2[C:5]([N:6]=[CH:7][N:8]2[O:11][CH:12]([CH2:23][OH:24])[CH2:13][CH2:14][P:15]([O:20]CC)([O:17]CC)=[O:16])=[C:4]([O:25]C)[N:3]=1.Br[Si](C)(C)C>CN(C)C=O>[OH:24][CH2:23][CH:12]([O:11][N:8]1[CH:7]=[N:6][C:5]2[C:4](=[O:25])[NH:3][C:2]([NH2:1])=[N:10][C:9]1=2)[CH2:13][CH2:14][P:15]([OH:20])([OH:17])=[O:16]. Procedure: A solution of 2-amino-9-[3-(diethoxyphosphoryl)-1-(hydroxymethyl)propoxy]-6-methoxypurine and bromotrimethylsilane (1.98 ml, 15 mmol) in dry dimethylformamide (5ml) was stirred at ambient temperature for 4 hours. The solvent was evaporated and the residue was coevaporated with methanol (5 ml) and acetone:water (1:1) solution. The product was crystallised from acetone:water (1:1) to give the title compound (90 mg, 56%) m.p. 177°-178° C. UV: λmax (H2O) 254 (12400)nm. λsh(H2O) 268 (9365)nm. IR: max...